This data is from the Open Reaction Database (ORD), a public repository of structured organic reaction records. The task is: describe an organic reaction: reactants, conditions, products, and yield The reactants are [Br-], CC[Mg+], CC1(C)C(C(=O)Cl)C1(C)C, COC(=O)c1ccc2cc[nH]c2c1, [Cl-], [Cl-], ClCCl, [Zn+2]. Yields the product COC(=O)c1ccc2c(C(=O)C3C(C)(C)C3(C)C)c[nH]c2c1. Reaction SMILES: [Br-:14].[CH2:15]([Mg+:16])[CH3:17].[CH3:18][C:19]1([CH3:27])[CH:20]([C:24](=[O:25])[Cl:26])[C:21]1([CH3:22])[CH3:23].[CH3:1][O:2][C:3](=[O:4])[c:5]1[cH:6][cH:7][c:8]2[cH:9][cH:10][nH:11][c:12]2[cH:13]1.[Cl-:31].[Cl-:33].[Cl:28][CH2:29][Cl:30].[Zn+2:32]>>[CH3:1][O:2][C:3](=[O:4])[c:5]1[cH:6][cH:7][c:8]2[c:9]([C:24]([CH:20]3[C:19]([CH3:18])([CH3:27])[C:21]3([CH3:22])[CH3:23])=[O:25])[cH:10][nH:11][c:12]2[cH:13]1. Starting materials: C(C)(C)(C)OC(=O)N([C@@H]1CCC(N[C@@H]1C1=CC=CC=C1)=O)CC1=C(C=CC=C1)OC (cis-5-(N-tert-butoxycarbonyl-2-methoxybenzylamino)-2-oxo-6-phenylpiperidine), CC(C)([O-])C.[K+] (potassium tert-butoxide), C(C)I (ethyl iodide), CC(C)([O-])C.[K+] (potassium tert-butoxide), C(C)I (ethyl iodide). Run in C1CCOC1 (THF). Conditions: time 3 hour. The product is C(C)N1C(CC[C@H]([C@H]1C1=CC=CC=C1)NCC1=C(C=CC=C1)OC)=O (cis-N-ethyl-5-(2-methoxybenzylamino)-2-oxo-6-phenylpiperidine). The yield is 103.4%. Reaction SMILES: C(OC([N:8]([CH2:22][C:23]1[CH:28]=[CH:27][CH:26]=[CH:25][C:24]=1[O:29][CH3:30])[C@H:9]1[C@@H:14]([C:15]2[CH:20]=[CH:19][CH:18]=[CH:17][CH:16]=2)[NH:13][C:12](=[O:21])[CH2:11][CH2:10]1)=O)(C)(C)C.[CH3:31][C:32](C)([O-])C.[K+].C(I)C>C1COCC1>[CH2:31]([N:13]1[C@H:14]([C:15]2[CH:20]=[CH:19][CH:18]=[CH:17][CH:16]=2)[C@H:9]([NH:8][CH2:22][C:23]2[CH:28]=[CH:27][CH:26]=[CH:25][C:24]=2[O:29][CH3:30])[CH2:10][CH2:11][C:12]1=[O:21])[CH3:32] |f:1.2|. Procedure: Under a nitrogen atmosphere in a round-bottom flask were placed 50 ml (0.12 mmol) of cis-5-(N-tert-butoxycarbonyl-2-methoxybenzylamino)-2-oxo-6-phenylpiperidine and 0.2 mL of THF. To the system were added 13.5 mg (0.12 mmol) of potassium tert-butoxide and 20 μL (0.24 mmol) of ethyl iodide. The reaction mixture was stirred at room temperature for 3 hours (during this period, additional potassium tert-butoxide (13.5 mg) and ethyl iodide (20 μL) were added to the system). The mixture was partitione...